This data is from the Open Reaction Database (ORD), a public repository of structured organic reaction records. The task is: describe an organic reaction: reactants, conditions, products, and yield The reactants are ClCCl, COc1ccc(C2=NOC(CCC=O)C2)cc1OC, COc1ccccc1N1CCNCC1, CCN(C(C)C)C(C)C, Cl. Product: COc1ccc(C2=NOC(CCCN3CCN(c4ccccc4OC)CC3)C2)cc1OC. As a reaction SMILES: [CH2:44]([Cl:45])[Cl:46].[CH3:1][O:2][c:3]1[cH:4][c:5]([C:11]2=[N:12][O:13][CH:14]([CH2:16][CH2:17][CH:18]=[O:19])[CH2:15]2)[cH:6][cH:7][c:8]1[O:9][CH3:10].[CH3:21][O:22][c:23]1[c:24]([N:29]2[CH2:30][CH2:31][NH:32][CH2:33][CH2:34]2)[cH:25][cH:26][cH:27][cH:28]1.[CH:35]([N:36]([CH:37]([CH3:38])[CH3:39])[CH2:40][CH3:41])([CH3:42])[CH3:43].[ClH:20]>>[CH3:1][O:2][c:3]1[cH:4][c:5]([C:11]2=[N:12][O:13][CH:14]([CH2:16][CH2:17][CH2:18][N:32]3[CH2:31][CH2:30][N:29]([c:24]4[c:23]([O:22][CH3:21])[cH:28][cH:27][cH:26][cH:25]4)[CH2:34][CH2:33]3)[CH2:15]2)[cH:6][cH:7][c:8]1[O:9][CH3:10]. Reactants: Cc1cc(OC2CN(C(=O)OC(C)(C)C)C2)ccc1CN(C)C, CO, Cl. Yields the product Cc1cc(OC2CNC2)ccc1CN(C)C. Reaction SMILES: [CH3:1][N:2]([CH3:3])[CH2:4][c:5]1[c:6]([CH3:23])[cH:7][c:8]([O:9][CH:10]2[CH2:11][N:12]([C:14]([O:15][C:16]([CH3:17])([CH3:18])[CH3:19])=[O:20])[CH2:13]2)[cH:21][cH:22]1.[CH3:25][OH:26].[ClH:24]>>[CH3:1][N:2]([CH3:3])[CH2:4][c:5]1[c:6]([CH3:23])[cH:7][c:8]([O:9][CH:10]2[CH2:11][NH:12][CH2:13]2)[cH:21][cH:22]1.